Dataset: the Open Reaction Database (ORD), a public repository of structured organic reaction records. Task: describe an organic reaction: reactants, conditions, products, and yield Starting materials: COCOCCc1ccc(Br)cc1, [Li]CCCC, Cc1cc(OCc2ccccc2)c(Br)cc1C=O, CCCCCC, [Cl-], [NH4+], C1CCOC1. Product: COCOCCc1ccc(C(O)c2cc(Br)c(OCc3ccccc3)cc2C)cc1. Reaction SMILES: [Br:1][c:2]1[cH:3][cH:4][c:5]([CH2:8][CH2:9][O:10][CH2:11][O:12][CH3:13])[cH:6][cH:7]1.[CH2:14]([Li:15])[CH2:16][CH2:17][CH3:18].[CH2:25]([c:26]1[cH:27][cH:28][cH:29][cH:30][cH:31]1)[O:32][c:33]1[cH:34][c:35]([CH3:42])[c:36]([CH:37]=[O:38])[cH:39][c:40]1[Br:41].[CH3:19][CH2:20][CH2:21][CH2:22][CH2:23][CH3:24].[Cl-:43].[NH4+:44].[O:45]1[CH2:46][CH2:47][CH2:48][CH2:49]1>>[c:2]1([CH:37]([c:36]2[c:35]([CH3:42])[cH:34][c:33]([O:32][CH2:25][c:26]3[cH:27][cH:28][cH:29][cH:30][cH:31]3)[c:40]([Br:41])[cH:39]2)[OH:38])[cH:3][cH:4][c:5]([CH2:8][CH2:9][O:10][CH2:11][O:12][CH3:13])[cH:6][cH:7]1. Starting materials: solution, [OH-].[Al+3].[Li+].[OH-].[OH-].[OH-] (lithium aluminium hydroxide), BrC1=CC=C(C=C1)C#CC1(CN2CCC1CC2)O (3-[2-(4-bromophenyl)ethynyl]-3-hydroxyquinuclidine), solution, [OH-].[Na+] (sodium hydroxide). Run in O1CCCC1 (tetrahydrofuran), O1CCCC1 (tetrahydrofuran). Conditions: time 2 day. Yields the product BrC1=CC=C(C=C1)C=CC1(CN2CCC1CC2)O (3-[2-(4-bromophenyl)-ethenyl]-3-hydroxyquinuclidine). RXN SMILES: [OH-].[Al+3].[Li+].[OH-].[OH-].[OH-].[Br:7][C:8]1[CH:13]=[CH:12][C:11]([C:14]#[C:15][C:16]2([OH:24])[CH:21]3[CH2:22][CH2:23][N:18]([CH2:19][CH2:20]3)[CH2:17]2)=[CH:10][CH:9]=1.[OH-].[Na+]>O1CCCC1>[Br:7][C:8]1[CH:9]=[CH:10][C:11]([CH:14]=[CH:15][C:16]2([OH:24])[CH:21]3[CH2:22][CH2:23][N:18]([CH2:19][CH2:20]3)[CH2:17]2)=[CH:12][CH:13]=1 |f:0.1.2.3.4.5,7.8|. Procedure: A 1M solution of lithium aluminium hydroxide in tetrahydrofuran (3.0 ml) was added dropwise over 15 minutes to a stirred suspension of 3-[2-(4-bromophenyl)ethynyl]-3-hydroxyquinuclidine (918 mgs) in dry tetrahydrofuran (20 ml) at ambient temperature, under an atmosphere of argon. A complete solution formed as the addition progressed. The mixture was then stirred for 2 days at ambient temperature. A 2.0M solution of sodium hydroxide was then added dropwise to destroy the complex. The mixture was ...